Dataset: the Open Reaction Database (ORD), a public repository of structured organic reaction records. Task: describe an organic reaction: reactants, conditions, products, and yield The reactants are FC1=NC=CC(=C1)C#N (2-fluoropyridine-4-carbonitrile), COC1=CC=C(CN)C=C1 (4-methoxybenzylamine). Run at temperature 130 celsius. Product: COC1=CC=C(CNC2=NC=CC(=C2)C#N)C=C1 (2-(4-methoxybenzylamino)pyridine-4-carbonitrile). RXN SMILES: F[C:2]1[CH:7]=[C:6]([C:8]#[N:9])[CH:5]=[CH:4][N:3]=1.[CH3:10][O:11][C:12]1[CH:19]=[CH:18][C:15]([CH2:16][NH2:17])=[CH:14][CH:13]=1>>[CH3:10][O:11][C:12]1[CH:19]=[CH:18][C:15]([CH2:16][NH:17][C:2]2[CH:7]=[C:6]([C:8]#[N:9])[CH:5]=[CH:4][N:3]=2)=[CH:14][CH:13]=1. Procedure details: Compound 18 was prepared as outlined in Scheme 4. Accordingly, potassium t-butoxide (6.1 g) was added slowly to a stirred solution of tert-butylnitrite (5.5 mL) and 2-fluoro-4-methylpyridine (compound 1001, 4.0 g) in 75 mL of THF at 0° C. After the addition was complete, the reaction mixture was stirred at room temperature for 2 hours. The reaction mixture was concentrated in vacuo and the crude product extracted with ethyl acetate (4×50 mL). The resulting solid was washed with hexanes to yield ... The reactants are CCO, Cl, Cl, Cc1coc2c1C(=O)CC(c1ccccc1F)C2, N=C(N)NN. Yields the product Cl, Cc1coc2c1C(=NNC(=N)N)CC(c1ccccc1F)C2. Reaction SMILES: [CH3:26][CH2:27][OH:28].[ClH:19].[ClH:25].[F:1][c:2]1[c:3]([CH:8]2[CH2:9][c:10]3[c:11]([c:12]([CH3:15])[cH:13][o:14]3)[C:16](=[O:18])[CH2:17]2)[cH:4][cH:5][cH:6][cH:7]1.[NH2:20][NH:21][C:22](=[NH:23])[NH2:24]>>[ClH:19].[F:1][c:2]1[c:3]([CH:8]2[CH2:9][c:10]3[c:11]([c:12]([CH3:15])[cH:13][o:14]3)[C:16](=[N:20][NH:21][C:22](=[NH:23])[NH2:24])[CH2:17]2)[cH:4][cH:5][cH:6][cH:7]1. Reactants: ClC1=C(C(=O)O)C=C(C=C1[N+](=O)[O-])Cl (2,5-dichloro-3-nitrobenzoic acid), S(=O)(Cl)Cl (thionyl chloride). Product: ClC1=C(C(=O)Cl)C=C(C=C1[N+](=O)[O-])Cl (2,5-dichloro-3-nitrobenzoyl chloride). Yield: 87.5%. Reaction SMILES: [Cl:1][C:2]1[C:10]([N+:11]([O-:13])=[O:12])=[CH:9][C:8]([Cl:14])=[CH:7][C:3]=1[C:4](O)=[O:5].S(Cl)([Cl:17])=O>>[Cl:1][C:2]1[C:10]([N+:11]([O-:13])=[O:12])=[CH:9][C:8]([Cl:14])=[CH:7][C:3]=1[C:4]([Cl:17])=[O:5]. Procedure details: A mixture of 5.0 parts of 2,5-dichloro-3-nitrobenzoic acid and 16.2 parts of thionyl chloride was refluxed for 24 hours under argon. The reaction mixture was evaporated, yielding 4.74 parts (87.5%) of 2,5-dichloro-3-nitrobenzoyl chloride (interm. 66). Reagents/catalysts: [Cl-].C(C1=CC=CC=C1)[N+](CC)(CC)CC (benzyltriethylammonium chloride). Procedure details: 3,6-Dioxabicyclo[3.1.0]hexane (1.90 g, 22.1 mmol), propane-2-sulfonamide (prepared according to the method of D. C. Johnson, II and T. S. Widlanski, Tetrahedron Letters 2004, 45, 8483-8487) (3.13 g, 25.4 mmol), potassium carbonate (584 mg, 4.23 mmol) and benzyltriethylammonium chloride (963 mg, 4.23 mmol) were suspended in dioxane (10 mL) and heated at reflux for 120 hours. The reaction was cooled to room temperature, filtered, concentrated in vacuo and purified by silica gel chromatography (Gra... The product is O[C@H]1[C@@H](COC1)NS(=O)(=O)C(C)C (trans-N-(4-hydroxytetrahydrofuran-3-yl)propane-2-sulfonamide). Reaction SMILES: [CH:1]12[O:6][CH:5]1[CH2:4][O:3][CH2:2]2.[CH3:7][CH:8]([S:10]([NH2:13])(=[O:12])=[O:11])[CH3:9].C(=O)([O-])[O-].[K+].[K+]>[Cl-].C([N+](CC)(CC)CC)C1C=CC=CC=1.O1CCOCC1>[OH:6][C@@H:5]1[CH2:4][O:3][CH2:2][C@H:1]1[NH:13][S:10]([CH:8]([CH3:9])[CH3:7])(=[O:12])=[O:11] |f:2.3.4,5.6|. The solvent is O1CCOCC1 (dioxane). Reactants: C([O-])([O-])=O.[K+].[K+] (potassium carbonate), C12COCC2O1 (3,6-Dioxabicyclo[3.1.0]hexane), CC(C)S(=O)(=O)N (propane-2-sulfonamide), II. The reactants are [Na] (sodium), C(C)OC1=CC=CC=2C(C3=CC=CC=C3SC12)=O (4-ethoxythioxanth-9-one), [Na] (sodium). The solvent is C(CCC)O (n-butanol). Product: C(C)OC1=CC=CC=2CC3=CC=CC=C3SC12 (4-ethoxythioxanthene). RXN SMILES: [CH2:1]([O:3][C:4]1[C:17]2[S:16][C:15]3[C:10](=[CH:11][CH:12]=[CH:13][CH:14]=3)[C:9](=O)[C:8]=2[CH:7]=[CH:6][CH:5]=1)[CH3:2].[Na]>C(O)CCC>[CH2:1]([O:3][C:4]1[C:17]2[S:16][C:15]3[C:10](=[CH:11][CH:12]=[CH:13][CH:14]=3)[CH2:9][C:8]=2[CH:7]=[CH:6][CH:5]=1)[CH3:2] |^1:18|. Procedure details: A solution of 4-ethoxythioxanth-9-one (4.4 g.) in n-butanol (100 ml.) is heated under reflux and sodium (6.0 g.) is added in portions to the boiling solution. Heating is continued until all the sodium has reacted, and the solvent is then removed by evaporation in vacuo. The residue is slurried with water, extracted with ether (3 × 50 ml.), the extracts dried and evaporated to give 4-ethoxythioxanthene, m.p. 95°-98° C. on recrystallisation from ethanol. Reactants: C(C)(=O)N1CC2(CC2C1)C1=CC=C(C=C1)N (3-acetyl-1-(p-aminophenyl)-3-azabicyclo[3.1.0]hexane), N(=O)[O-].[Na+] (sodium nitrite). The solvent is Cl (hydrochloric acid). The product is C(C)(=O)N1CC2(CC2C1)C1=CC=C(C=C1)O (3-acetyl-1-(p-hydroxyphenyl)-3-azabicyclo[3.1.0]hexane). Reaction SMILES: [C:1]([N:4]1[CH2:9][CH:8]2[C:6]([C:10]3[CH:15]=[CH:14][C:13](N)=[CH:12][CH:11]=3)([CH2:7]2)[CH2:5]1)(=[O:3])[CH3:2].N([O-])=[O:18].[Na+]>Cl>[C:1]([N:4]1[CH2:9][CH:8]2[C:6]([C:10]3[CH:15]=[CH:14][C:13]([OH:18])=[CH:12][CH:11]=3)([CH2:7]2)[CH2:5]1)(=[O:3])[CH3:2] |f:1.2|. Reported procedure: A solution of 3-acetyl-1-(p-aminophenyl)-3-azabicyclo[3.1.0]hexane in 8N hydrochloric acid is diazotized at 0° C, with aqueous sodium nitrite. The solution is then allowed to stand at ambient temperature until the evolution of nitrogen ceases. This mixture is then extracted with ether, and the extract is dried over sodium sulfate, filtered and then evaporated under reduced pressure to give 3-acetyl-1-(p-hydroxyphenyl)-3-azabicyclo[3.1.0]hexane. Reactants: CCOP(=O)(CC#N)OCC, C[Si](C)(C)OC1(C=O)CCCC1, CCOC(C)=O, [H-], [Na+], C1CCOC1, O. Product: C[Si](C)(C)OC1(C=CC#N)CCCC1. As a reaction SMILES: [C:1](#[N:2])[CH2:3][P:4](=[O:5])([O:6][CH2:7][CH3:8])[O:9][CH2:10][CH3:11].[CH3:14][Si:15]([O:16][C:17]1([CH:22]=[O:23])[CH2:18][CH2:19][CH2:20][CH2:21]1)([CH3:24])[CH3:25].[CH3:32][CH2:33][O:34][C:35](=[O:36])[CH3:37].[H-:12].[Na+:13].[O:27]1[CH2:28][CH2:29][CH2:30][CH2:31]1.[OH2:26]>>[C:1](#[N:2])[CH:3]=[CH:22][C:17]1([O:16][Si:15]([CH3:14])([CH3:24])[CH3:25])[CH2:18][CH2:19][CH2:20][CH2:21]1. Starting materials: CCOC(C)=O, CN(C)C=O, CC(=O)Cl, Cl, Cc1ccc(C(=O)c2ccccc2)cc1Nc1ccc(F)cc1, [H-], [Na+]. The product is CC(=O)N(c1ccc(F)cc1)c1cc(C(=O)c2ccccc2)ccc1C. As a reaction SMILES: [CH3:31][CH2:32][O:33][C:34](=[O:35])[CH3:36].[CH3:37][N:38]([CH3:39])[CH:40]=[O:41].[CH3:3][C:4]([Cl:5])=[O:6].[ClH:30].[F:7][c:8]1[cH:9][cH:10][c:11]([NH:12][c:13]2[cH:14][c:15]([C:16](=[O:17])[c:18]3[cH:19][cH:20][cH:21][cH:22][cH:23]3)[cH:24][cH:25][c:26]2[CH3:27])[cH:28][cH:29]1.[H-:1].[Na+:2]>>[CH3:3][C:4](=[O:6])[N:12]([c:11]1[cH:10][cH:9][c:8]([F:7])[cH:29][cH:28]1)[c:13]1[cH:14][c:15]([C:16](=[O:17])[c:18]2[cH:19][cH:20][cH:21][cH:22][cH:23]2)[cH:24][cH:25][c:26]1[CH3:27].